From a dataset of the Open Reaction Database (ORD), a public repository of structured organic reaction records. describe an organic reaction: reactants, conditions, products, and yield The reactants are Cc1ccccc1, O=S(=O)(F)C(F)(F)C(F)(F)C(F)(F)C(F)(F)C(F)(F)C(F)(F)C(F)(F)C(F)(F)F, [N-]=[N+]=NCC1CN(C(=O)OCc2ccccc2)CC1O, C1CCC2=NCCCN2CC1. Product: [N-]=[N+]=NCC1CN(C(=O)OCc2ccccc2)CC1F. As a reaction SMILES: [CH3:61][c:62]1[cH:63][cH:64][cH:65][cH:66][cH:67]1.[F:32][C:33]([F:34])([S:35]([F:36])(=[O:37])=[O:38])[C:39]([F:40])([F:41])[C:42]([F:43])([F:44])[C:45]([F:46])([F:47])[C:48]([F:49])([F:50])[C:51]([F:52])([F:53])[C:54]([F:55])([F:56])[C:57]([F:58])([F:59])[F:60].[N:1](=[N+:2]=[N-:3])[CH2:4][CH:5]1[CH2:6][N:7]([C:11](=[O:12])[O:13][CH2:14][c:15]2[cH:16][cH:17][cH:18][cH:19][cH:20]2)[CH2:8][CH:9]1[OH:10].[N:21]12[CH2:22][CH2:23][CH2:24][N:25]=[C:26]1[CH2:27][CH2:28][CH2:29][CH2:30][CH2:31]2>>[N:1](=[N+:2]=[N-:3])[CH2:4][CH:5]1[CH2:6][N:7]([C:11](=[O:12])[O:13][CH2:14][c:15]2[cH:16][cH:17][cH:18][cH:19][cH:20]2)[CH2:8][CH:9]1[F:32]. Reactants: CC(C)=O, Cl, Nc1ncnc2c1c(-c1ccc(Oc3ncccn3)cc1)nn2C1CCC2(CC1)OCCO2. Product: Nc1ncnc2c1c(-c1ccc(Oc3ncccn3)cc1)nn2C1CCC(=O)CC1. Reaction SMILES: [CH3:35][C:36](=[O:37])[CH3:38].[ClH:34].[O:1]1[CH2:3][CH2:2][O:4][C:5]12[CH2:6][CH2:7][CH:8]([n:11]1[n:12][c:13](-[c:21]3[cH:22][cH:23][c:24]([O:27][c:28]4[n:29][cH:30][cH:31][cH:32][n:33]4)[cH:25][cH:26]3)[c:14]3[c:15]1[n:16][cH:17][n:18][c:19]3[NH2:20])[CH2:9][CH2:10]2>>[O:4]=[C:5]1[CH2:6][CH2:7][CH:8]([n:11]2[n:12][c:13](-[c:21]3[cH:22][cH:23][c:24]([O:27][c:28]4[n:29][cH:30][cH:31][cH:32][n:33]4)[cH:25][cH:26]3)[c:14]3[c:15]2[n:16][cH:17][n:18][c:19]3[NH2:20])[CH2:9][CH2:10]1.